describe an organic reaction: reactants, conditions, products, and yield From a dataset of the Open Reaction Database (ORD), a public repository of structured organic reaction records. The reactants are BrBr, CCCn1c(=O)c2[nH]cnc2n(Cc2ccccc2)c1=O, CC(=O)O. Product: CCCn1c(=O)c2[nH]c(Br)nc2n(Cc2ccccc2)c1=O. RXN SMILES: [Br:22][Br:23].[CH2:1]([CH2:2][CH3:3])[n:4]1[c:5](=[O:6])[n:7]([CH2:15][c:16]2[cH:17][cH:18][cH:19][cH:20][cH:21]2)[c:8]2[n:9][cH:10][nH:11][c:12]2[c:13]1=[O:14].[CH3:24][C:25](=[O:26])[OH:27]>>[CH2:1]([CH2:2][CH3:3])[n:4]1[c:5](=[O:6])[n:7]([CH2:15][c:16]2[cH:17][cH:18][cH:19][cH:20][cH:21]2)[c:8]2[n:9][c:10]([Br:22])[nH:11][c:12]2[c:13]1=[O:14].